This data is from the Open Reaction Database (ORD), a public repository of structured organic reaction records. The task is: describe an organic reaction: reactants, conditions, products, and yield Solvent: C(Cl)Cl (CH2Cl2). Reaction conditions: temperature 0 celsius, time 24 hour. Reported procedure: To a solution of 4-fluoro-3-nitro aniline (1.00 g, 6.41 mmol) in anhydrous CH2Cl2 (25 ml) was added pyridine (1.52 g, 19.23 mmol) and the solution was cooled to 0° C. under argon. Benzoyl chloride (0.90 g, 6.41 mmol) was added slowly and the solution was then allowed to slowly warm to room temperature and stir for 24 h. The solution was poured into 1NHCl and the organic layer was separated. The aqueous layer was extracted 3× with ethyl acetate (50 ml). The combined organic layers were washed wit... Reaction SMILES: [F:1][C:2]1[CH:8]=[CH:7][C:5]([NH2:6])=[CH:4][C:3]=1[N+:9]([O-:11])=[O:10].N1C=CC=CC=1.[C:18](Cl)(=[O:25])[C:19]1[CH:24]=[CH:23][CH:22]=[CH:21][CH:20]=1>C(Cl)Cl>[F:1][C:2]1[CH:8]=[CH:7][C:5]([NH:6][C:18](=[O:25])[C:19]2[CH:24]=[CH:23][CH:22]=[CH:21][CH:20]=2)=[CH:4][C:3]=1[N+:9]([O-:11])=[O:10]. Product: FC1=C(C=C(C=C1)NC(C1=CC=CC=C1)=O)[N+](=O)[O-] (N-(4-fluoro-3-nitro-phenyl)-benzamide). Starting materials: FC1=C(C=C(N)C=C1)[N+](=O)[O-] (4-fluoro-3-nitro aniline), N1=CC=CC=C1 (pyridine), C(C1=CC=CC=C1)(=O)Cl (Benzoyl chloride). Starting materials: F[B-](F)(F)F, O=C(O)c1ccc(C(=O)N2CCCC2)c(Br)c1, NC(CO)c1nc2cc(Br)ccc2[nH]1, Br, CCO, CCN(C(C)C)C(C)C, ClCCl, C1CCOC1, CN(C)C(On1nnc2ccccc21)=[N+](C)C. The product is O=C(NC(CO)c1nc2cc(Br)ccc2[nH]1)c1ccc(C(=O)N2CCCC2)c(Br)c1. Reaction SMILES: [B-:18]([F:19])([F:20])([F:21])[F:22].[Br:1][c:2]1[cH:3][c:4]([C:5](=[O:6])[OH:7])[cH:8][cH:9][c:10]1[C:11](=[O:12])[N:13]1[CH2:14][CH2:15][CH2:16][CH2:17]1.[Br:49][c:50]1[cH:51][c:52]2[c:53]([nH:54][c:55]([CH:57]([CH2:58][OH:59])[NH2:60])[n:56]2)[cH:61][cH:62]1.[Br:63].[CH2:69]([OH:70])[CH3:71].[CH:40]([N:41]([CH:42]([CH3:43])[CH3:44])[CH2:45][CH3:46])([CH3:47])[CH3:48].[Cl:72][CH2:73][Cl:74].[O:64]1[CH2:65][CH2:66][CH2:67][CH2:68]1.[n:23]1([O:24][C:25]([N:26]([CH3:27])[CH3:28])=[N+:29]([CH3:30])[CH3:31])[c:32]2[cH:33][cH:34][cH:35][cH:36][c:37]2[n:38][n:39]1>>[Br:1][c:2]1[cH:3][c:4]([C:5](=[O:7])[NH:60][CH:57]([c:55]2[nH:54][c:53]3[c:52]([cH:51][c:50]([Br:49])[cH:62][cH:61]3)[n:56]2)[CH2:58][OH:59])[cH:8][cH:9][c:10]1[C:11](=[O:12])[N:13]1[CH2:14][CH2:15][CH2:16][CH2:17]1. Starting materials: C1CCCCC1.C(C)(=O)OCC (cyclohexane ethyl acetate), C(CCCCCC)SC=1C(CC(C1)OC1OCCCC1)=O (2-n-Heptylthio-4-tetrahydropyranyloxycyclopent-2-en-1-one), C([O-])(O)=O.[Na+] (sodium bicarbonate). Run in mixture, C(C)(=O)O (acetic acid), O (water), O1CCCC1 (tetrahydrofuran), C(C)(=O)O (acetic acid). Run at time 12 hour. Product: C(CCCCCC)SC=1C(CC(C1)O)=O (2-n-heptylthio-4-hydroxycyclopent-2-en-1-one). The yield is 99.2%. As a reaction SMILES: [CH2:1]([S:8][C:9]1[C:10](=[O:21])[CH2:11][CH:12]([O:14]C2CCCCO2)[CH:13]=1)[CH2:2][CH2:3][CH2:4][CH2:5][CH2:6][CH3:7].C(=O)(O)[O-].[Na+].C1CCCCC1.C(OCC)(=O)C>C(O)(=O)C.O.O1CCCC1>[CH2:1]([S:8][C:9]1[C:10](=[O:21])[CH2:11][CH:12]([OH:14])[CH:13]=1)[CH2:2][CH2:3][CH2:4][CH2:5][CH2:6][CH3:7] |f:1.2,3.4|. Procedure details: 2-n-Heptylthio-4-tetrahydropyranyloxycyclopent-2-en-1-one (80 mg) was dissolved in 5 ml of a mixture of acetic acid, water and tetrahydrofuran in a ratio of 3:1:1 and 2 ml of acetic acid, and the solution was allowed to stand at room temperature for 12 hours. The reaction mixture was neutralized with sodium bicarbonate, and extracted with ethyl acetate. The extract was treated by a customary procedure to afford 58 mg (95% yield) of 2-n-heptylthio-4-hydroxycyclopent-2-en-1-one having a single spo... As a reaction SMILES: [C:1]1([C:7]#[C:8][C:9]2[CH:10]=[C:11]([C:23]([C:25]([C:27]3[CH:32]=[CH:31][CH:30]=[CH:29][CH:28]=3)=O)=O)[CH:12]=[C:13]([C:15]#[C:16][C:17]3[CH:22]=[CH:21][CH:20]=[CH:19][CH:18]=3)[CH:14]=2)[CH:6]=[CH:5][CH:4]=[CH:3][CH:2]=1.[CH3:33][CH:34]([OH:36])[CH3:35]>C1(C)C=CC=CC=1>[C:1]1([C:7]#[C:8][C:9]2[CH:10]=[C:11]([C:23]3[C:25]([C:27]4[CH:32]=[CH:31][CH:30]=[CH:29][CH:28]=4)=[C:33]([C:9]4[CH:10]=[CH:11][CH:12]=[CH:13][CH:14]=4)[C:34](=[O:36])[C:35]=3[C:1]3[CH:6]=[CH:5][CH:4]=[CH:3][CH:2]=3)[CH:12]=[C:13]([C:15]#[C:16][C:17]3[CH:22]=[CH:21][CH:20]=[CH:19][CH:18]=3)[CH:14]=2)[CH:6]=[CH:5][CH:4]=[CH:3][CH:2]=1. Yield: 85.3%. Product: C1(=CC=CC=C1)C#CC=1C=C(C=C(C1)C#CC1=CC=CC=C1)C=1C(=C(C(C1C1=CC=CC=C1)=O)C1=CC=CC=C1)C1=CC=CC=C1 (4-(3,5-bis(phenylethynyl)-phenyl)-2,3,5-triphenylcyclopentadienone). Reactants: C1(=CC=CC=C1)C#CC=1C=C(C=C(C1)C#CC1=CC=CC=C1)C(=O)C(=O)C1=CC=CC=C1 (3,5-bis[phenylethynyl)benzil), C1(=CC=CC=C1)C#CC=1C=C(C=C(C1)C#CC1=CC=CC=C1)C(=O)C(=O)C1=CC=CC=C1 (3,5-bis(phenylethynyl)benzil), glass four, 1,1,3-diphenylacetone, CC(C)O (2-propanol). Run in C1(=CC=CC=C1)C (toluene). Reaction conditions: temperature 2 celsius, time 42 minute. Reagents/catalysts: catalyst. Procedure details: 3,5-bis(phenylethynyl)benzil (65.6 grams, 0.16 mole) prepared in the manner of Example 1,1,3-diphenylacetone (37.8 grams, 0.18 mole), 2-propanol (583 milliliters) and toluene (218 milliliters), were added to a 2 liter glass four neck Morton reactor containing a magnetic stirring bar. The reactor was additionally outfitted with chilled (2° C.) condenser, a thermometer with thermostatically controlled heating mantle and a subsurface tube for sparging with nitrogen. Under a nitrogen atmosphere, an ... Starting materials: C[O-], CO, CO, CCC(=O)c1c(Cl)n(C2OC(COC(C)=O)C(O)C2O)c2cc(Cl)c(Cl)cc12, ClC(Cl)Cl, [Na+]. The product is CCC(=O)c1c(Cl)n(C2OC(CO)C(O)C2O)c2cc(Cl)c(Cl)cc12. Reaction SMILES: [CH3:29][O-:30].[CH3:32][OH:33].[CH3:34][OH:35].[Cl:1][c:2]1[n:3]([CH:17]2[CH:18]([OH:19])[CH:20]([OH:21])[CH:22]([CH2:24][O:25][C:26](=[O:27])[CH3:28])[O:23]2)[c:4]2[cH:5][c:6]([Cl:16])[c:7]([Cl:15])[cH:8][c:9]2[c:10]1[C:11]([CH2:12][CH3:13])=[O:14].[Cl:36][CH:37]([Cl:38])[Cl:39].[Na+:31]>>[Cl:1][c:2]1[n:3]([CH:17]2[CH:18]([OH:19])[CH:20]([OH:21])[CH:22]([CH2:24][OH:25])[O:23]2)[c:4]2[cH:5][c:6]([Cl:16])[c:7]([Cl:15])[cH:8][c:9]2[c:10]1[C:11]([CH2:12][CH3:13])=[O:14]. Starting materials: Cl (HCl), COC(=O)C=1SC(=CC1Cl)C(NCC1=CC(=CC=C1)O[Si](C)(C)C(C)(C)C)=O (5-[3-(tert-Butyl-dimethyl-silanyloxy)-benzylcarbamoyl]-3-chloro-thiophene-2-carboxylic acid methyl ester), O.[OH-].[Li+] (lithium hydroxide monohydrate), C1CCOC1 (THF). Solvent: O (water). Conditions: time 15 hour. The product is ClC1=C(SC(=C1)C(NCC1=CC(=CC=C1)O)=O)C(=O)O (3-Chloro-5-(3-hydroxy-benzylcarbamoyl)-thiophene-2-carboxylic acid). As a reaction SMILES: C[O:2][C:3]([C:5]1[S:6][C:7]([C:11](=[O:28])[NH:12][CH2:13][C:14]2[CH:19]=[CH:18][CH:17]=[C:16]([O:20][Si](C(C)(C)C)(C)C)[CH:15]=2)=[CH:8][C:9]=1[Cl:10])=[O:4].O.[OH-].[Li+].C1COCC1.Cl>O>[Cl:10][C:9]1[CH:8]=[C:7]([C:11](=[O:28])[NH:12][CH2:13][C:14]2[CH:19]=[CH:18][CH:17]=[C:16]([OH:20])[CH:15]=2)[S:6][C:5]=1[C:3]([OH:4])=[O:2] |f:1.2.3|. Reported procedure: A mixture of 5-[3-(tert-Butyl-dimethyl-silanyloxy)-benzylcarbamoyl]-3-chloro-thiophene-2-carboxylic acid methyl ester (260 mg, 0.59 mmol), lithium hydroxide monohydrate (500, mg, 11.82 mmol), THF (5 mL) and water (5 mL) was stirred 15 h, acidified with 1N HCl and extracted with EtOAc (×3). The organic extracts were combined, washed with brine, dried over sodium sulfate, filtered and evaporated to give the title compound, 230 mg (100%). MS m/e 311.9 (M+H+).